This data is from the Open Reaction Database (ORD), a public repository of structured organic reaction records. The task is: describe an organic reaction: reactants, conditions, products, and yield Starting materials: C(C(=O)C)C1=CC=C(OCCCCCCCCCCBr)C=C1 (10-(4-acetonylphenoxy)decylbromide), ethylene ketal, C([O-])([O-])=O.[K+].[K+] (potassium carbonate), Cl.N1NC(CC1)=O (pyrazolidin-3-one hydrochloride), [I-].[K+] (potassium iodide). The solvent is C(C)#N.O (acetonitrile water). Run at time 3 hour. The product is C(C(=O)C)C1=CC=C(OCCCCCCCCCCN2NC(CC2)=O)C=C1 (1-[10-(4-acetonylphenoxy)decyl]pyrazolidin-3-one). As a reaction SMILES: [CH2:1]([C:5]1[CH:22]=[CH:21][C:8]([O:9][CH2:10][CH2:11][CH2:12][CH2:13][CH2:14][CH2:15][CH2:16][CH2:17][CH2:18][CH2:19]Br)=[CH:7][CH:6]=1)[C:2]([CH3:4])=[O:3].C(=O)([O-])[O-].[K+].[K+].Cl.[NH:30]1[CH2:34][CH2:33][C:32](=[O:35])[NH:31]1.[I-].[K+]>C(#N)C.O>[CH2:1]([C:5]1[CH:22]=[CH:21][C:8]([O:9][CH2:10][CH2:11][CH2:12][CH2:13][CH2:14][CH2:15][CH2:16][CH2:17][CH2:18][CH2:19][N:30]2[CH2:34][CH2:33][C:32](=[O:35])[NH:31]2)=[CH:7][CH:6]=1)[C:2]([CH3:4])=[O:3] |f:1.2.3,4.5,6.7,8.9|. Procedure: A mixture of 10-(4-acetonylphenoxy)decylbromide, ethylene ketal (3.0 g), potassium carbonate (3.8 g), pyrazolidin-3-one hydrochloride (1.47 g) and potassium iodide (0.5 g) in acetonitrile:water (95:5), was heated under reflux for 3 hr. The reaction mixture was allowed to cool, filtered and the solvent evaporated in vacuo. The residue was dissolved in chloroform, washed with water (2×50 ml), dried (magnesium sulphate), fitered and the solvent removed in vacuo. The residue was dissolved in acetone... Starting materials: C(C)(C)N(CC)C(C)C (Diisopropylethylamine), ON1C(C=2C(C1=O)=CC=CC2)=O (N-hydroxyphthalimide), BrCCCO (3-bromopropanol). Procedure details: Diisopropylethylamine (43 mL, 246 mmol) was added to a stirring solution of N-hydroxyphthalimide (20.6 g, 123 mmol) in dimethylformamide (95 mL). After 5 minutes, 3-bromopropanol (11.5 mL, 127 mmol) was added and the reaction mixture was heated to 80° C. for 18 h. The cooled solution was diluted with ethyl acetate (700 mL) and was washed with water (4×500 mL) and saturated brine (2×500 mL), dried over sodium sulfate and concentrated to an oil that solidified on standing to afford 2-(3-hydroxy-pr... Solvent: C(C)(=O)OCC (ethyl acetate), CN(C=O)C (dimethylformamide). Isolated yield 64.3%. Reaction SMILES: C(N(C(C)C)CC)(C)C.[OH:10][N:11]1[C:15](=[O:16])[C:14]2=[CH:17][CH:18]=[CH:19][CH:20]=[C:13]2[C:12]1=[O:21].Br[CH2:23][CH2:24][CH2:25][OH:26]>CN(C)C=O.C(OCC)(=O)C>[OH:26][CH2:25][CH2:24][CH2:23][O:10][N:11]1[C:12](=[O:21])[C:13]2[C:14](=[CH:17][CH:18]=[CH:19][CH:20]=2)[C:15]1=[O:16]. Run at temperature 80 celsius, time 5 minute. Yields the product OCCCON1C(C2=CC=CC=C2C1=O)=O (2-(3-hydroxy-propoxy)-isoindole-1,3-dione). Starting materials: CC1=CC(=NN1CC1=CC=C(C=C1)C)C1=NC(=NO1)C1=CC=C(C=C1)SC1=CC=CC=C1 (5-[5-methyl-1-(4-methylbenzyl)-1H-pyrazol-3-yl]-3-[4-(phenylsulfanyl)phenyl]-1,2,4-oxadiazole), OO (hydrogen peroxide), O (water), OO (hydrogen peroxide). Reagents/catalysts: [Cl-].[Cl-].[Cl-].[V+3] (vanadium trichloride). Solvent: C1CCOC1 (THF). Product: CC1=CC(=NN1CC1=CC=C(C=C1)C)C1=NC(=NO1)C1=CC=C(C=C1)S(=O)C1=CC=CC=C1 (5-[5-Methyl-1-(4-methylbenzyl)-1H-pyrazol-3-yl]-3-[4-(phenylsulfinyl)-phenyl]-1,2,4-oxadiazole). As a reaction SMILES: [CH3:1][C:2]1[N:6]([CH2:7][C:8]2[CH:13]=[CH:12][C:11]([CH3:14])=[CH:10][CH:9]=2)[N:5]=[C:4]([C:15]2[O:19][N:18]=[C:17]([C:20]3[CH:25]=[CH:24][C:23]([S:26][C:27]4[CH:32]=[CH:31][CH:30]=[CH:29][CH:28]=4)=[CH:22][CH:21]=3)[N:16]=2)[CH:3]=1.[OH:33]O.O>C1COCC1.[Cl-].[Cl-].[Cl-].[V+3]>[CH3:1][C:2]1[N:6]([CH2:7][C:8]2[CH:9]=[CH:10][C:11]([CH3:14])=[CH:12][CH:13]=2)[N:5]=[C:4]([C:15]2[O:19][N:18]=[C:17]([C:20]3[CH:25]=[CH:24][C:23]([S:26]([C:27]4[CH:32]=[CH:31][CH:30]=[CH:29][CH:28]=4)=[O:33])=[CH:22][CH:21]=3)[N:16]=2)[CH:3]=1 |f:4.5.6.7|. Procedure details: To a mechanically stirred solution of 5-[5-methyl-1-(4-methylbenzyl)-1H-pyrazol-3-yl]-3-[4-(phenylsulfanyl)phenyl]-1,2,4-oxadiazole (Example 114, 350 mg, 0.798 mmol) in THF (3 mL) was added vanadium trichloride (6 mg, 0.04 mmol) and hydrogen peroxide (30% in water, 82 μL, 0.798 mmol). The reaction mixture was stirred at rt for 5 h, before another 40 μL (0.4 mmol) of the hydrogen peroxide solution were added. Stirring was continued at rt over night. Then water (30 mL) was added, and the mixture w... The reactants are ClC=1C=C(N(C1C(C1=CC=C(C=C1)Cl)=O)C)CC#N (4-chloro-5- (p-chlorobenzoyl)-1-methylpyrrole-2-acetonitrile), [OH-].[Na+] (sodium hydroxide), O (water). The solvent is C(C)O (ethanol). Run at time 18 hour. The product is ClC=1C=C(N(C1C(C1=CC=C(C=C1)Cl)=O)C)CC(=O)O (4-chloro-5-(p-chlorobenzoyl)-1- methylpyrrole-2-acetic acid). RXN SMILES: [Cl:1][C:2]1[CH:3]=[C:4]([CH2:17][C:18]#N)[N:5]([CH3:16])[C:6]=1[C:7](=[O:15])[C:8]1[CH:13]=[CH:12][C:11]([Cl:14])=[CH:10][CH:9]=1.[OH-:20].[Na+].[OH2:22]>C(O)C>[Cl:1][C:2]1[CH:3]=[C:4]([CH2:17][C:18]([OH:22])=[O:20])[N:5]([CH3:16])[C:6]=1[C:7](=[O:15])[C:8]1[CH:13]=[CH:12][C:11]([Cl:14])=[CH:10][CH:9]=1 |f:1.2|. Procedure: A solution of 4.3 g. (0.015 mole) of 4-chloro-5- (p-chlorobenzoyl)-1-methylpyrrole-2-acetonitrile and 1.2 g. (0.030 mole) of sodium hydroxide in 11 ml. of deionized water and 20 ml. of 95% ethanol is stirred and refluxed for seven hours and is then stirred at ambient temperature for about 18 hours. The precipitate which results when this reaction mixture is poured into 500 ml. of dilute hydrochloric acid is filtered off, washed with water, and recrystallized once from acetonitrile and once from ... Reactants: Cl.Cl.FC1=CC=C(C=C1)CN1C(=NC=2C1=NC=CC2)CC2CCNCC2 (3-[(4-fluorophenyl)methyl]-2-(4-piperidinylmethyl)-3H-imidazo[4,5-b]pyridine dihydrochloride), C([O-])([O-])=O.[Na+].[Na+] (sodium carbonate), CC(CC(C)=O)C (4-methyl-2-pentanone), O (water), C(=C)C1=NC=CC=C1 (2-ethenylpyridine), O (water), C(=C)C1=NC=CC=C1 (2-ethenylpyridine), O (water). Reported procedure: A mixture of 7.9 parts of 3-[(4-fluorophenyl)methyl]-2-(4-piperidinylmethyl)-3H-imidazo[4,5-b]pyridine dihydrochloride, 5.3 parts of sodium carbonate and 120 parts of 4-methyl-2-pentanone was stirred and refluxed for 15 minutes using a water separator. 3.2 Parts of 2-ethenylpyridine were added at reflux temperature and stirring was continued for 3 hours at reflux using a water separator. Then there were added 3.2 parts of 2-ethenylpyridine and the whole was stirred and refluxed for 19.50 hours u... Reaction SMILES: Cl.Cl.FC1C=CC(C[N:11]2[C:15]3=[N:16][CH:17]=[CH:18][CH:19]=[C:14]3[N:13]=[C:12]2CC2CCNCC2)=CC=1.[C:27](=[O:30])([O-:29])[O-].[Na+].[Na+].CC(C)C[C:36](=[O:38])C.C(C1C=CC=CN=1)=C.[OH2:48]>>[C:36]([OH:38])(=[O:48])[C:27]([OH:29])=[O:30].[N:13]1[C:14]2[C:15](=[N:16][CH:17]=[CH:18][CH:19]=2)[NH:11][CH:12]=1 |f:0.1.2,3.4.5,9.10|. The product is C(C(=O)O)(=O)O.N1=CNC2=NC=CC=C21 (3H-imidazo[4,5-b]-pyridine ethanedioate). Run at time 3 hour. The reactants are CC(C)(C)OC(=O)NC1CCC(N)CC1, Cc1ccc(OCC2CC2)c(-c2ncnc3c(C(=O)O)c[nH]c23)c1. The product is Cc1ccc(OCC2CC2)c(-c2ncnc3c(C(=O)NC4CCC(NC(=O)OC(C)(C)C)CC4)c[nH]c23)c1. RXN SMILES: [C:25]([CH3:26])([CH3:27])([CH3:28])[O:29][C:30]([NH:31][CH:32]1[CH2:33][CH2:34][CH:35]([NH2:38])[CH2:36][CH2:37]1)=[O:39].[CH:1]1([CH2:4][O:5][c:6]2[c:7](-[c:13]3[c:14]4[c:15]([n:16][cH:17][n:18]3)[c:19]([C:22](=[O:23])[OH:24])[cH:20][nH:21]4)[cH:8][c:9]([CH3:12])[cH:10][cH:11]2)[CH2:2][CH2:3]1>>[CH:1]1([CH2:4][O:5][c:6]2[c:7](-[c:13]3[c:14]4[c:15]([n:16][cH:17][n:18]3)[c:19]([C:22](=[O:24])[NH:38][CH:35]3[CH2:34][CH2:33][CH:32]([NH:31][C:30]([O:29][C:25]([CH3:26])([CH3:27])[CH3:28])=[O:39])[CH2:37][CH2:36]3)[cH:20][nH:21]4)[cH:8][c:9]([CH3:12])[cH:10][cH:11]2)[CH2:2][CH2:3]1. Starting materials: COC([C@@H](NC(=O)OC(C)(C)C)CC(C)(C)C)=O ((2S)—N-tert-butoxycarbonyl-3-tert-butyl-L-alanine methyl ester), C(=O)(C(F)(F)F)O.ClCCl (TFA dichloromethane). Product: FC(C(=O)O)(F)F.COC([C@@H](N)CC(C)(C)C)=O (3-(tert-Butyl)-L-alanine methyl ester trifluoroacetate). RXN SMILES: [CH3:1][O:2][C:3](=[O:18])[C@H:4]([CH2:13][C:14]([CH3:17])([CH3:16])[CH3:15])[NH:5]C(OC(C)(C)C)=O.[C:19]([OH:25])([C:21]([F:24])([F:23])[F:22])=[O:20].ClCCl>>[F:22][C:21]([F:24])([F:23])[C:19]([OH:25])=[O:20].[CH3:1][O:2][C:3](=[O:18])[C@H:4]([CH2:13][C:14]([CH3:16])([CH3:15])[CH3:17])[NH2:5] |f:1.2,3.4|. Procedure details: The (2S)—N-tert-butoxycarbonyl-3-tert-butyl-L-alanine methyl ester (529 mg, 2.04 mmol) is stirred at RT in TFA/dichloromethane 1:3 (3 ml), and the solution is concentrated on a rotary evaporator and dried under high vacuum. 540 mg (97% of theory) of product are obtained. Reactants: C1(=CC=CC=C1)CC(=O)OC (Methyl phenylacetate), [OH-].[Na+] (NaOH), Cl (HCl), [OH-].[Na+] (NaOH). Solvent: C1CCOC1 (THF), CO (MeOH). Run at time 8 hour. The product is C1(=CC=CC=C1)CC(=O)O (phenyl-acetic acid). Reaction SMILES: [C:1]1([CH2:7][C:8]([O:10]C)=[O:9])[CH:6]=[CH:5][CH:4]=[CH:3][CH:2]=1.[OH-].[Na+].Cl>C1COCC1.CO>[C:1]1([CH2:7][C:8]([OH:10])=[O:9])[CH:6]=[CH:5][CH:4]=[CH:3][CH:2]=1 |f:1.2|. Procedure details: Methyl phenylacetate (5.03 g, 33.5 mmol) was treated with 1N aqueous NaOH (22 mL, 22 mmol) in THF (40 mL) and MeOH (4 mL), and stirred overnight at room temperature. Additional 1N aqueous NaOH (22 mL, 22 mmol) was added, and the reaction was stirred for 6 hours at room temperature. The mixture was acidified with 1N aqueous HCl to pH 3-4 and extracted with EtOAc three times. The combined organic layers were dried and concentrated to give phenyl-acetic acid. Conditions: temperature 90 celsius, time 1 hour. Reagents/catalysts: [C-]#N.[C-]#N.[C-]#N.[C-]#N.[C-]#N.[C-]#N.[C-]#N.[C-]#N.[C-]#N.[C-]#N.[C-]#N.[C-]#N.[Co+3].[Co+3].[Zn+2].[Zn+2].[Zn+2].[Cl-].[Zn+2].[Cl-].C(OC)COC.O (zinc hexacyanocobaltate zinc chloride glyme water). Yields the product C1(CCCCCO1)=O.C1C(C)O1 (ε-Caprolactone Propylene Oxide). Reported procedure: The one-liter reactor previously described was charged with a 480 molecular weight poly(propylene oxide) triol (78.9 g), zinc hexacyanocobaltate/zinc chloride/glyme/water catalyst (0.575 g, 980 ppm), and tetrahydrofuran (60 mL). The load-cell reservoir was charged with propylene oxide (341 g). The reactor was purged several times with nitrogen, then pressurized to about 5 psi. The reactor contents were stirred and heated to 90° C. over a 1.5 hour period. An initial charge of 37 g of PO was added... Reactants: poly(propylene oxide) triol, O1CCCC1 (tetrahydrofuran), C1C(C)O1 (propylene oxide). RXN SMILES: [CH2:1]1[O:4][CH:2]1[CH3:3].[O:5]1[CH2:9][CH2:8][CH2:7][CH2:6]1>[C-]#N.[C-]#N.[C-]#N.[C-]#N.[C-]#N.[C-]#N.[C-]#N.[C-]#N.[C-]#N.[C-]#N.[C-]#N.[C-]#N.[Co+3].[Co+3].[Zn+2].[Zn+2].[Zn+2].[Cl-].[Zn+2].[Cl-].C(COC)OC.O>[C:9]1(=[O:5])[O:4][CH2:2][CH2:1][CH2:6][CH2:7][CH2:8]1.[CH2:1]1[O:4][CH:2]1[CH3:3] |f:2.3.4.5.6.7.8.9.10.11.12.13.14.15.16.17.18.19.20.21.22.23,24.25|. Reactants: C(=O)(C(=O)OCC)NC1=C(C=CC2=CC=CC=C12)NC(=O)C(=O)OCC (1,2-diethoxalylaminonaphthalene), [N+](=O)(O)[O-] (nitric acid), ice water, [N+](=O)(O)[O-] (nitric acid). Solvent: C(C)(=O)O (acetic acid). Product: C(=O)(C(=O)OCC)NC1=C(C=C(C2=CC=CC=C12)[N+](=O)[O-])NC(=O)C(=O)OCC (1,2-Diethoxalylamino-4-nitronaphthalene). Reaction SMILES: [C:1]([NH:8][C:9]1[C:18]2[C:13](=[CH:14][CH:15]=[CH:16][CH:17]=2)[CH:12]=[CH:11][C:10]=1[NH:19][C:20]([C:22]([O:24][CH2:25][CH3:26])=[O:23])=[O:21])([C:3]([O:5][CH2:6][CH3:7])=[O:4])=[O:2].[N+:27]([O-])([OH:29])=[O:28]>C(O)(=O)C>[C:1]([NH:8][C:9]1[C:18]2[C:13](=[CH:14][CH:15]=[CH:16][CH:17]=2)[C:12]([N+:27]([O-:29])=[O:28])=[CH:11][C:10]=1[NH:19][C:20]([C:22]([O:24][CH2:25][CH3:26])=[O:23])=[O:21])([C:3]([O:5][CH2:6][CH3:7])=[O:4])=[O:2]. Procedure: A solution of 1,2-diethoxalylaminonaphthalene (10.8 g, 0.03 mol) in 150 ml of acetic acid was treated dropwise with nitric acid (1.24 ml, 0.03 mol, d 1.52) and stirred over night at room temperature. Then an additional amount of nitric acid (2.0 ml, d 1.52) was added dropwise and the mixture was stirred for 17 h at room temperature. The mixture was poured into 200 ml of ice/water and the resulting precipitate was isolated by filtration and washed with water, a small amount of cold ethanol and et...